describe an organic reaction: reactants, conditions, products, and yield From a dataset of the Open Reaction Database (ORD), a public repository of structured organic reaction records. Reactants: C1COCCN1, CCO, CC(C)=O, Cl, CC(=O)C=Cc1ccc(O)cc1. Yields the product Cl, O=C(C=Cc1ccc(O)cc1)CCN1CCOCC1. As a reaction SMILES: [CH2:13]1[CH2:14][O:15][CH2:16][CH2:17][NH:18]1.[CH3:19][CH2:20][OH:21].[CH3:23][C:24](=[O:25])[CH3:26].[ClH:22].[OH:1][c:2]1[cH:3][cH:4][c:5]([CH:8]=[CH:9][C:10]([CH3:11])=[O:12])[cH:6][cH:7]1>>[ClH:22].[OH:1][c:2]1[cH:3][cH:4][c:5]([CH:8]=[CH:9][C:10]([CH2:11][CH2:19][N:18]2[CH2:13][CH2:14][O:15][CH2:16][CH2:17]2)=[O:12])[cH:6][cH:7]1. Starting materials: NC1=C(CN(CC)CC)C=C(C=C1)OC (2-amino-N,N-diethyl-5-methoxy-benzylamine), BrBr (bromine). Solvent: C(Cl)Cl (methylenechloride). The product is NC1=C(CN(CC)CC)C=C(C=C1Br)OC (2-Amino-3-bromo-N,N-diethyl-5-methoxy-benzylamine). Reaction SMILES: [NH2:1][C:2]1[CH:13]=[CH:12][C:11]([O:14][CH3:15])=[CH:10][C:3]=1[CH2:4][N:5]([CH2:8][CH3:9])[CH2:6][CH3:7].[Br:16]Br>C(Cl)Cl>[NH2:1][C:2]1[C:13]([Br:16])=[CH:12][C:11]([O:14][CH3:15])=[CH:10][C:3]=1[CH2:4][N:5]([CH2:8][CH3:9])[CH2:6][CH3:7]. Procedure details: 2-Amino-3-bromo-N,N-diethyl-5-methoxy-benzylamine was prepared from 2-amino-N,N-diethyl-5-methoxy-benzylamine and bromine analogous to Example 9. Proof of structure by IR-, UV- and NMR-spectra. IR-spectrum (methylenechloride): 3250 cm-1NH2 ; 3410 cm-1NH2 ; 2830 cm-1OCH3 ; 2800 cm-1N-ethyl; 1480 cm-1C=C; 1590 cm-1C=C. The reactants are CCCCC[C@@H](/C=C/[C@H]1[C@@H](C[C@@H]([C@@H]1C/C=C\CCCC(=O)O)O)O)O (PGF2α), 15-(tetrahydropyranyl ether), O (water), CC(=O)C.OS(=O)(=O)O.O=[Cr](=O)=O (Jones reagent), C(C)(C)O (isopropanol). Run in CC(=O)C (acetone), C(C)OCC (diethyl ether). Reaction conditions: time 30 minute. The product is CCCCC[C@@H](/C=C/[C@@H]1[C@H]([C@H](CC1=O)O)C/C=C\CCCC(=O)O)O (PGD2), 15-(tetrahydropyranyl ether). Reaction SMILES: [CH3:1][CH2:2][CH2:3][CH2:4][CH2:5][C@H:6]([OH:25])/[CH:7]=[CH:8]/[C@@H:9]1[C@@H:13]([CH2:14]/[CH:15]=[CH:16]\[CH2:17][CH2:18][CH2:19][C:20]([OH:22])=[O:21])[C@@H:12]([OH:23])[CH2:11][C@H:10]1[OH:24].CC(C)=O.OS(O)(=O)=O.O=[Cr](=O)=O.C(O)(C)C.O>CC(C)=O.C(OCC)C>[CH3:1][CH2:2][CH2:3][CH2:4][CH2:5][C@H:6]([OH:25])/[CH:7]=[CH:8]/[C@H:9]1[C:10](=[O:24])[CH2:11][C@H:12]([OH:23])[C@@H:13]1[CH2:14]/[CH:15]=[CH:16]\[CH2:17][CH2:18][CH2:19][C:20]([OH:22])=[O:21] |f:1.2.3|. Reported procedure: PGF2α, 15-(tetrahydropyranyl ether) (2 g.) in acetone (75 ml.) is cooled to -45° C. and thereafter treated with 1.2 ml. of the Jones reagent. The mixture is stirred for 30 min. at -35° to -45° C. and thereafter treated with 0.5 ml. of isopropanol and stirred an additional 15 min. The reaction mixture is then poured into a mixture of ice, water, and diethyl ether. The mixture is then extracted with diethyl ether and the combined ethereal extracts washed with brine, and dried over sodium sulfate. ...